From a dataset of the Open Reaction Database (ORD), a public repository of structured organic reaction records. describe an organic reaction: reactants, conditions, products, and yield RXN SMILES: [CH:1]1([CH2:7][NH:8][C:9]2[CH:14]=[CH:13][C:12]([S:15]([NH:18][C:19]([C:21]3[CH:26]=[CH:25][C:24]([N:27]4[CH2:32][CH2:31][N:30](C(OC(C)(C)C)=O)[CH2:29][CH2:28]4)=[CH:23][CH:22]=3)=[O:20])(=[O:17])=[O:16])=[CH:11][C:10]=2[N+:40]([O-:42])=[O:41])[CH2:6][CH2:5][CH2:4][CH2:3][CH2:2]1.[F:43][C:44]([F:49])([F:48])[C:45]([OH:47])=[O:46]>ClCCl.C([SiH](CC)CC)C>[F:43][C:44]([F:49])([F:48])[C:45]([OH:47])=[O:46].[CH:1]1([CH2:7][NH:8][C:9]2[CH:14]=[CH:13][C:12]([S:15]([NH:18][C:19](=[O:20])[C:21]3[CH:26]=[CH:25][C:24]([N:27]4[CH2:32][CH2:31][NH:30][CH2:29][CH2:28]4)=[CH:23][CH:22]=3)(=[O:17])=[O:16])=[CH:11][C:10]=2[N+:40]([O-:42])=[O:41])[CH2:6][CH2:5][CH2:4][CH2:3][CH2:2]1 |f:4.5|. Yields the product FC(C(=O)O)(F)F.C1(CCCCC1)CNC1=C(C=C(C=C1)S(=O)(=O)NC(C1=CC=C(C=C1)N1CCNCC1)=O)[N+](=O)[O-] (N-(4-(cyclohexylmethylamino)-3-nitrophenylsulfonyl)-4-(piperazin-1-yl)benzamide Trifluoroacetic Acid Salt). Starting materials: C1(CCCCC1)CNC1=C(C=C(C=C1)S(=O)(=O)NC(=O)C1=CC=C(C=C1)N1CCN(CC1)C(=O)OC(C)(C)C)[N+](=O)[O-] (tert-butyl 4-(4-(4-(cyclohexylmethylamino)-3-nitrophenylsulfonylcarbamoyl)phenyl)piperazine-1-carboxylate), FC(C(=O)O)(F)F (trifluoroacetic acid). The solvent is ClCCl (dichloromethane), C(C)[SiH](CC)CC (triethylsilane). Reported procedure: A solution of EXAMPLE 22C (0.85 g, 1.4 mmol) in dichloromethane (10 mL), trifluoroacetic acid (10 mL) and triethylsilane (1 mL) was stirred for 24 hours. The mixture was concentrated to afford the title compound. Starting materials: N(C)CC(=O)O (sarcosine), C1(CC1)S(=O)(=O)N (cyclopropanesulfonamide), OC1=C(C(N([C@H]2[C@@H]3CC[C@H]([C@@H]12)C3)CCC(C)C)=O)C3=NS(C1=C(N3)C=CC(=C1)I)(=O)=O ((1R,2S,7R,8S)-6-hydroxy-5-(7-iodo-1,1-dioxo-1,4-dihydro-1λ6-benzo[1,2,4]thiadiazin-3-yl)-3-(3-methyl-butyl)-3-aza-tricyclo[6.2.1.02,7]undec-5-en-4-one), P(=O)([O-])([O-])[O-].[K+].[K+].[K+] (potassium phosphate). The reagents and catalysts are [Cu]I (copper (I) iodide). Procedure details: A reaction flask was charged with copper (I) iodide (20 mg, 0.11 mmol), sarcosine (N-methyl glycine) (14.7 mg, 0.17 mmol), cyclopropanesulfonamide (125 mg, 1.04 mmol), (1R,2S,7R,8S)-6-hydroxy-5-(7-iodo-1,1-dioxo-1,4-dihydro-1λ6-benzo[1,2,4]thiadiazin-3-yl)-3-(3-methyl-butyl)-3-aza-tricyclo[6.2.1.02,7]undec-5-en-4-one (prepared as described in Example 34, 115 mg, 0.21 mmol) and potassium phosphate (176 mg, 0.83 mmol). The flask was degassed and backfilled with nitrogen, and then anhydrous N,N-dim... Reaction conditions: temperature 100 celsius, time 3 hour. Isolated yield 27.1%. Reaction SMILES: N(CC(O)=[O:5])C.[CH:7]1([S:10]([NH2:13])(=[O:12])=[O:11])[CH2:9][CH2:8]1.[OH:14][C:15]1[C@H:24]2[C@H:19]([C@H:20]3[CH2:25][C@@H:23]2[CH2:22][CH2:21]3)[N:18]([CH2:26][CH2:27][CH:28]([CH3:30])[CH3:29])[C:17](=[O:31])[C:16]=1[C:32]1[NH:37][C:36]2[CH:38]=[CH:39][C:40](I)=[CH:41][C:35]=2[S:34](=[O:44])(=[O:43])[N:33]=1.P([O-])([O-])([O-])=O.[K+].[K+].[K+]>[Cu]I>[CH:7]1([S:10]([OH:12])(=[O:5])=[O:11])[CH2:9][CH2:8]1.[OH:14][C:15]1[C@H:24]2[C@H:19]([C@H:20]3[CH2:25][C@@H:23]2[CH2:22][CH2:21]3)[N:18]([CH2:26][CH2:27][CH:28]([CH3:30])[CH3:29])[C:17](=[O:31])[C:16]=1[C:32]1[NH:37][C:36]2[CH:38]=[CH:39][C:40]([NH:13][S:10]([CH:7]3[CH2:9][CH2:8]3)(=[O:12])=[O:11])=[CH:41][C:35]=2[S:34](=[O:44])(=[O:43])[N:33]=1 |f:3.4.5.6|. Product: C1(CC1)S(=O)(=O)O (Cyclopropanesulfonic acid), OC1=C(C(N([C@H]2[C@@H]3CC[C@H]([C@@H]12)C3)CCC(C)C)=O)C3=NS(C1=C(N3)C=CC(=C1)NS(=O)(=O)C1CC1)(=O)=O (cyclopropanesulfonic acid {3-(1R,2S,7R,8S)-[6-hydroxy-3-(3-methyl-butyl)-4-oxo-3-aza-tricyclo[6.2.1.02,7]undec-5-en-5-yl]-1,1-dioxo-1,4-dihydro-1λ6-benzo[1,2,4]thiadiazin-7-yl}-amide). Starting materials: [Zn] (zinc), Cl (hydrochloric acid), C1CSSC1CCCCC(=O)O (DL-α-lipoic acid). Run in CO (methanol). Run at temperature 50 celsius, time 1 hour. Product: [Zn].SC(CCCCC(=O)O)CCS (6,8-dimercaptooctanoic acid zinc). Reaction SMILES: [CH2:1]1[CH:5]([CH2:6][CH2:7][CH2:8][CH2:9][C:10]([OH:12])=[O:11])[S:4][S:3][CH2:2]1.[Zn:13].Cl>CO>[Zn:13].[SH:4][CH:5]([CH2:1][CH2:2][SH:3])[CH2:6][CH2:7][CH2:8][CH2:9][C:10]([OH:12])=[O:11] |f:4.5|. Procedure details: 6.2 g of DL-α-lipoic acid was dissolved in 70 ml of methanol, and to this were added 3.5 g of zinc powder and 15 ml of 2 N hydrochloric acid and stirred for one hour at 50° C. When the solution turned colorless, unreacted zinc was removed by filtration, and the filtrate was concentrated under reduced pressure. Addition of 150 ml of water to the oily residue, collection of thus precipitated white crystals by filtration and washing with water gave the free acid form of 6,8-dimercaptooctanoic acid ... Starting materials: O1C(CCCC1)N1N=CC(=C1)C(=O)F (1-(tetrahydro-2H-pyran-2-yl)-1H-pyrazole-4-carboxylic acid fluoride), C(=O)(O)[O-].[Na+] (NaHCO3), CC(C)([O-])C.[K+] (Potassium t-butoxide), ClC=1C(=CC(=C(N)C1)I)F (5-chloro-4-fluoro-2-iodoaniline). Run in C1CCOC1 (THF), C1CCOC1 (THF). Conditions: time 15 minute. Yields the product ClC=1C(=CC(=C(C1)NC(=O)C=1C=NN(C1)C1OCCCC1)I)F (N-(5-chloro-4-fluoro-2-iodophenyl)-1-(tetrahydro-2H-pyran-2-yl)-1H-pyrazole-4-carboxamide). The yield is 28.3%. As a reaction SMILES: CC(C)([O-])C.[K+].[Cl:7][C:8]1[C:9]([F:16])=[CH:10][C:11]([I:15])=[C:12]([CH:14]=1)[NH2:13].[O:17]1[CH2:22][CH2:21][CH2:20][CH2:19][CH:18]1[N:23]1[CH:27]=[C:26]([C:28](F)=[O:29])[CH:25]=[N:24]1.C([O-])(O)=O.[Na+]>C1COCC1>[Cl:7][C:8]1[C:9]([F:16])=[CH:10][C:11]([I:15])=[C:12]([NH:13][C:28]([C:26]2[CH:25]=[N:24][N:23]([CH:18]3[CH2:19][CH2:20][CH2:21][CH2:22][O:17]3)[CH:27]=2)=[O:29])[CH:14]=1 |f:0.1,4.5|. Procedure: Potassium t-butoxide (12.52 g, 111.6 mmol) is added at room temperature to a solution of 5-chloro-4-fluoro-2-iodoaniline (5.0 g, 22.3 mmol) in 250 mL of anhydrous THF under nitrogen. After stirring for 15 minutes, a solution of 1-(tetrahydro-2H-pyran-2-yl)-1H-pyrazole-4-carboxylic acid fluoride (5.67 g, 24.6 mmol) in 30 mL of anhydrous THF is added dropwise. The reaction mixture is stirred for 4 hours at room temperature and then poured into saturated aqueous NaHCO3 solution and extracted with E... Reactants: C(C)OC(CC1=C(C=C(C=C1)OC1=CC(=CC=C1)[N+](=O)[O-])[N+](=O)[O-])=O ([2-nitro-4-(3-nitro-phenoxy)-phenyl]-acetic acid ethyl ester). The reagents and catalysts are [Pd] (Pd/C). Run in C(C)(=O)O (acetic acid). Reaction conditions: time 8 hour. The product is NC=1C=C(OC2=CC=C3CC(NC3=C2)=O)C=CC1 (6-(3-Amino-phenoxy)-1,3-dihydro-indol-2-one). Yield: 35.7%. As a reaction SMILES: C([O:3][C:4](=O)[CH2:5][C:6]1[CH:11]=[CH:10][C:9]([O:12][C:13]2[CH:18]=[CH:17][CH:16]=[C:15]([N+:19]([O-])=O)[CH:14]=2)=[CH:8][C:7]=1[N+:22]([O-])=O)C>C(O)(=O)C.[Pd]>[NH2:19][C:15]1[CH:14]=[C:13]([CH:18]=[CH:17][CH:16]=1)[O:12][C:9]1[CH:8]=[C:7]2[C:6]([CH2:5][C:4](=[O:3])[NH:22]2)=[CH:11][CH:10]=1. Procedure details: To a solution of [2-nitro-4-(3-nitro-phenoxy)-phenyl]-acetic acid ethyl ester (496 mg, 1.4 mmol) in acetic acid (5 mL) is added 10% Pd/C (48 mg). The mixture is stirred under hydrogen (balloon) overnight. The catalyst is filtered off and the solvent is evaporated to dryness. The crude product is purified by column chromatography (EtOAc/Hexane=9:1) to give 120 mg of the desired product (yield 50%). LC/MS: 242.2 (MH+). The reactants are CO, CCOC(C)=O, ClCCl, O=C(OO)c1cccc(Cl)c1, CSCc1cccc2c(C(CCC#N)c3ccc4sccc4c3)c[nH]c12. Yields the product CS(=O)Cc1cccc2c(C(CCC#N)c3ccc4sccc4c3)c[nH]c12. As a reaction SMILES: [CH3:41][OH:42].[CH3:43][CH2:44][O:45][C:46](=[O:47])[CH3:48].[Cl:27][CH2:28][Cl:29].[OH:30][O:31][C:32]([c:33]1[cH:34][c:35]([Cl:36])[cH:37][cH:38][cH:39]1)=[O:40].[s:1]1[cH:2][cH:3][c:4]2[c:5]1[cH:6][cH:7][c:8]([CH:10]([CH2:11][CH2:12][C:13]#[N:14])[c:15]1[cH:16][nH:17][c:18]3[c:19]([CH2:24][S:25][CH3:26])[cH:20][cH:21][cH:22][c:23]13)[cH:9]2>>[s:1]1[cH:2][cH:3][c:4]2[c:5]1[cH:6][cH:7][c:8]([CH:10]([CH2:11][CH2:12][C:13]#[N:14])[c:15]1[cH:16][nH:17][c:18]3[c:19]([CH2:24][S:25]([CH3:26])=[O:30])[cH:20][cH:21][cH:22][c:23]13)[cH:9]2. The reactants are CC1(OCCO1)C=1N=C(SC1)CN1N=CC(=N1)N (2-[4-(2-methyl-[1,3]dioxolan-2-yl)-thiazol-2-ylmethyl]-2H-[1,2,3]triazol-4-ylamine), ClC=1C=C(C=CC1)C1=C(N=CO1)C(=O)O (5-(3-chloro-phenyl)-oxazole-4-carboxylic acid). Product: C(C)(=O)C=1N=C(SC1)CN1N=CC(=N1)NC(=O)C=1N=COC1C1=CC(=CC=C1)Cl (5-(3-Chloro-phenyl)-oxazole-4-carboxylic acid [2-(4-acetyl-thiazol-2-ylmethyl)-2H-[1,2,3]triazol-4-yl]-amide). Reaction SMILES: [CH3:1][C:2]1([C:7]2[N:8]=[C:9]([CH2:12][N:13]3[N:17]=[C:16]([NH2:18])[CH:15]=[N:14]3)[S:10][CH:11]=2)[O:6]CCO1.[Cl:19][C:20]1[CH:21]=[C:22]([C:26]2[O:30][CH:29]=[N:28][C:27]=2[C:31](O)=[O:32])[CH:23]=[CH:24][CH:25]=1>>[C:2]([C:7]1[N:8]=[C:9]([CH2:12][N:13]2[N:17]=[C:16]([NH:18][C:31]([C:27]3[N:28]=[CH:29][O:30][C:26]=3[C:22]3[CH:23]=[CH:24][CH:25]=[C:20]([Cl:19])[CH:21]=3)=[O:32])[CH:15]=[N:14]2)[S:10][CH:11]=1)(=[O:6])[CH3:1]. Reported procedure: Following general procedure A followed by B, starting from 2-[4-(2-methyl-[1,3]dioxolan-2-yl)-thiazol-2-ylmethyl]-2H-[1,2,3]triazol-4-ylamine and 5-(3-chloro-phenyl)-oxazole-4-carboxylic acid. The reactants are C=1C=CC2=C(C1)N=NN2O (HOBt), C(C1=CC=CC=C1)N1CC2(C1)OC1=CC=C(C=C1C(C2)=O)/C=C/C(=O)O ((E)-3-[1′-benzyl-4-oxo-spiro(chromane-2,3′-azetidine)-6-yl]-acrylic acid), TEA, C(CCl)Cl (EDC), NOC1OCCCC1 (NH2OTHP). Solvent: C(Cl)Cl (DCM). Product: C(C1=CC=CC=C1)N1CC2(C1)OC1=CC=C(C=C1C(C2)=O)/C=C/C(=O)NOC2OCCCC2 ((E)-3-[1′-benzyl-4-oxo-spiro(chromane-2,3′-azetidine)-6-yl]-N-(tetrahydro-pyran-2-yloxy)-acrylamide). Yield: 117673.3%. As a reaction SMILES: [CH2:1]([N:8]1[CH2:11][C:10]2([CH2:20][C:19](=[O:21])[C:18]3[C:13](=[CH:14][CH:15]=[C:16](/[CH:22]=[CH:23]/[C:24](O)=[O:25])[CH:17]=3)[O:12]2)[CH2:9]1)[C:2]1[CH:7]=[CH:6][CH:5]=[CH:4][CH:3]=1.C(Cl)CCl.C1C=CC2N(O)N=NC=2C=1.[NH2:41][O:42][CH:43]1[CH2:48][CH2:47][CH2:46][CH2:45][O:44]1>C(Cl)Cl>[CH2:1]([N:8]1[CH2:11][C:10]2([CH2:20][C:19](=[O:21])[C:18]3[C:13](=[CH:14][CH:15]=[C:16](/[CH:22]=[CH:23]/[C:24]([NH:41][O:42][CH:43]4[CH2:48][CH2:47][CH2:46][CH2:45][O:44]4)=[O:25])[CH:17]=3)[O:12]2)[CH2:9]1)[C:2]1[CH:3]=[CH:4][CH:5]=[CH:6][CH:7]=1. Reported procedure: A suspension of (E)-3-[1′-benzyl-4-oxo-spiro(chromane-2,3′-azetidine)-6-yl]-acrylic acid (490 g, 1.30 mmol) in DCM (6.5 ml) was treated with TEA (0.12 ml, 0.90 mmol) and then with EDC (172 mg, 0.900 mmol), HOBt (122 mg, 0.904 mmol) and NH2OTHP (82 mg, 0.72 mmol) following the procedure described in Example 30, Step B, giving (E)-3-[1′-benzyl-4-oxo-spiro(chromane-2,3′-azetidine)-6-yl]-N-(tetrahydro-pyran-2-yloxy)-acrylamide (380 g) as a white solid.